This data is from the Open Reaction Database (ORD), a public repository of structured organic reaction records. The task is: describe an organic reaction: reactants, conditions, products, and yield Starting materials: ClCC=1C(=NC=CC1)SC1CCCC1 (3-Chloromethyl-2-cyclopentylsulfanyl-pyridine), COC(C[C@H]1COC2=C1C=CC(=C2)O)=O (((R)-6-hydroxy-2,3-dihydro-benzofuran-3-yl)-acetic acid methyl ester). Yields the product C1(CCCC1)SC1=NC=CC=C1COC1=CC2=C([C@H](CO2)CC(=O)O)C=C1 ([(R)-6-(2-cyclopentylsulfanyl-pyridin-3-ylmethoxy)-2,3-dihydro-benzofuran-3-yl]-acetic acid). Isolated yield 77.8%. As a reaction SMILES: Cl[CH2:2][C:3]1[C:4]([S:9][CH:10]2[CH2:14][CH2:13][CH2:12][CH2:11]2)=[N:5][CH:6]=[CH:7][CH:8]=1.C[O:16][C:17](=[O:29])[CH2:18][C@@H:19]1[C:23]2[CH:24]=[CH:25][C:26]([OH:28])=[CH:27][C:22]=2[O:21][CH2:20]1>>[CH:10]1([S:9][C:4]2[C:3]([CH2:2][O:28][C:26]3[CH:25]=[CH:24][C:23]4[C@@H:19]([CH2:18][C:17]([OH:29])=[O:16])[CH2:20][O:21][C:22]=4[CH:27]=3)=[CH:8][CH:7]=[CH:6][N:5]=2)[CH2:14][CH2:13][CH2:12][CH2:11]1. Reported procedure: 3-Chloromethyl-2-cyclopentylsulfanyl-pyridine (11 mg, 0.05 mmol) obtained in Step C of Preparation Example 8 and ((R)-6-hydroxy-2,3-dihydro-benzofuran-3-yl)-acetic acid methyl ester (10 mg, 0.05 mmol) obtained in Preparation Example 55 were used to react sequentially in the same manner as in Steps A and B of Example 1 to obtain the title compound (15 mg, 89%). The reactants are OCCCCCOC1=NC2=C(N1C(=C)C)C=CC=C2 (2-(5-Hydroxy-pentyloxy)-1-isopropenylbenzimidazole), N1=CC=CC=C1 (pyridine), C1(=CC=C(C=C1)S(=O)(=O)Cl)C (p-toluenesulfonyl chloride). The solvent is ClCCl (dichloromethane). Conditions: time 5 hour. Product: S(=O)(=O)(C1=CC=C(C)C=C1)OCCCCCOC1=NC2=C(N1C(=C)C)C=CC=C2 (2-(5-Tosyloxy-pentyloxy)-1-isopropenylbenzimidazole). Isolated yield 69.1%. As a reaction SMILES: [OH:1][CH2:2][CH2:3][CH2:4][CH2:5][CH2:6][O:7][C:8]1[N:12]([C:13]([CH3:15])=[CH2:14])[C:11]2[CH:16]=[CH:17][CH:18]=[CH:19][C:10]=2[N:9]=1.N1C=CC=CC=1.[C:26]1([CH3:36])[CH:31]=[CH:30][C:29]([S:32](Cl)(=[O:34])=[O:33])=[CH:28][CH:27]=1>ClCCl>[S:32]([O:1][CH2:2][CH2:3][CH2:4][CH2:5][CH2:6][O:7][C:8]1[N:12]([C:13]([CH3:15])=[CH2:14])[C:11]2[CH:16]=[CH:17][CH:18]=[CH:19][C:10]=2[N:9]=1)([C:29]1[CH:30]=[CH:31][C:26]([CH3:36])=[CH:27][CH:28]=1)(=[O:34])=[O:33]. Procedure: A solution of 2 g of the compound obtained in Example 14a in 20 ml of dichloromethane was added with 5 ml of pyridine and 1.8 g of p-toluenesulfonyl chloride and stirred for 5 hours. The organic layer was washed with 10% aqueous citric acid and then with water, and dried over anhydrous sodium sulfate. The solvent was evaporated under reduced pressure, and the resulting residue was purified by silica gel column chromatography (ethyl acetate:hexane) to obtain 2.2 g of the title compound (yield: 69... The reactants are ClC1=NC2=CC=C(C=C2C(=N1)Cl)[N+](=O)[O-] (2,4-dichloro-6-nitro-quinazoline), CN(C1=CC=C(C=C1)NC)C (N1,N1,N4-trimethylbenzene-1,4-diamine). Product: ClC1=NC2=CC=CC=C2C(=N1)N(C)C1=CC=C(C=C1)N(C)C ((2-Chloro-quinazolin-4-yl)-(4-dimethylaminophenyl)-methylamine). Reaction SMILES: [Cl:1][C:2]1[N:11]=[C:10](Cl)[C:9]2[C:4](=[CH:5][CH:6]=[C:7]([N+]([O-])=O)[CH:8]=2)[N:3]=1.[CH3:16][N:17]([CH3:26])[C:18]1[CH:23]=[CH:22][C:21]([NH:24][CH3:25])=[CH:20][CH:19]=1>>[Cl:1][C:2]1[N:11]=[C:10]([N:24]([C:21]2[CH:22]=[CH:23][C:18]([N:17]([CH3:16])[CH3:26])=[CH:19][CH:20]=2)[CH3:25])[C:9]2[C:4](=[CH:5][CH:6]=[CH:7][CH:8]=2)[N:3]=1. Reported procedure: The title compound was prepared from 2,4-dichloro-6-nitro-quinazoline and N1,N1,N4-trimethylbenzene-1,4-diamine by a procedure similar to example 10. 1H NMR (CDCl3): 7.71 (m, 1H), 7.51-7.56 (m, 1H), 7.07 (m, 2H), 6.99 (m, 2H), 6.71 (m, 2H), 3.59 (s, 3H), 3.01 (s, 6H). Reactants: Cc1cc(C#N)cc2nc(-c3ccc(C#CCOC4CCCCO4)cc3)oc12, c1ccccc1. Product: Cc1cc(C#N)cc2nc(-c3ccc(C=CCOC4CCCCO4)cc3)oc12. Reaction SMILES: [CH3:1][c:2]1[cH:3][c:4]([C:27]#[N:28])[cH:5][c:6]2[n:7][c:8](-[c:11]3[cH:12][cH:13][c:14]([C:17]#[C:18][CH2:19][O:20][CH:21]4[O:22][CH2:23][CH2:24][CH2:25][CH2:26]4)[cH:15][cH:16]3)[o:9][c:10]12.[cH:29]1[cH:30][cH:31][cH:32][cH:33][cH:34]1>>[CH3:1][c:2]1[cH:3][c:4]([C:27]#[N:28])[cH:5][c:6]2[n:7][c:8](-[c:11]3[cH:12][cH:13][c:14]([CH:17]=[CH:18][CH2:19][O:20][CH:21]4[O:22][CH2:23][CH2:24][CH2:25][CH2:26]4)[cH:15][cH:16]3)[o:9][c:10]12. Reactants: [OH-].[Na+] (NaOH), ClC=1C=C(C(N(N1)C)=O)NC=1N=NC(=CC1)OC(CN(C)C)(C)C (6-chloro-4-(6-(1-(dimethylamino)-2-methylpropan-2-yloxy)pyridazin-3-ylamino)-2-methylpyridazin-3(2H)-one), C(C)(=O)OCC1=C(C=CC=C1N1C(C2=C(C=C(C=C2C=N1)C(C)(C)C)F)=O)[B-](F)(F)F.[K+] (potassium (2-(acetoxymethyl)-3-(6-tert-butyl-8-fluoro-1-oxophthalazin-2(1H)-yl)phenyl)trifluoroborate), CC(C)C1=CC(=C(C(=C1)C(C)C)C2=C(C=CC=C2)P(C3CCCCC3)C4CCCCC4)C(C)C (X-PHOS), [O-]P(=O)([O-])[O-].[K+].[K+].[K+] (potassium phosphate tribasic). The reagents and catalysts are C=1C=CC(=CC1)/C=C/C(=O)/C=C/C2=CC=CC=C2.C=1C=CC(=CC1)/C=C/C(=O)/C=C/C2=CC=CC=C2.[Pd] (bis(dibenzylideneacetone)palladium). Solvent: O (water), CCCCO (n-BuOH), O (water). Run at temperature 115 celsius, time 8 hour. Product: C(C)(C)(C)C=1C=C2C=NN(C(C2=C(C1)F)=O)C1=C(C(=CC=C1)C1=NN(C(C(=C1)NC=1N=NC(=CC1)OC(CN(C)C)(C)C)=O)C)CO (6-tert-Butyl-2-(3-{5-[6-(2-dimethylamino-1,1-dimethyl-ethoxy)-pyridazin-3-ylamino]-1-methyl-6-oxo-1,6-dihydro-pyridazin-3-yl}-2-hydroxymethyl-phenyl)-8-fluoro-2H-phthalazin-1-one). Isolated yield 48.9%. RXN SMILES: Cl[C:2]1[CH:3]=[C:4]([NH:10][C:11]2[N:12]=[N:13][C:14]([O:17][C:18]([CH3:24])([CH3:23])[CH2:19][N:20]([CH3:22])[CH3:21])=[CH:15][CH:16]=2)[C:5](=[O:9])[N:6]([CH3:8])[N:7]=1.C([O:28][CH2:29][C:30]1[C:35]([N:36]2[N:45]=[CH:44][C:43]3[C:38](=[C:39]([F:50])[CH:40]=[C:41]([C:46]([CH3:49])([CH3:48])[CH3:47])[CH:42]=3)[C:37]2=[O:51])=[CH:34][CH:33]=[CH:32][C:31]=1[B-](F)(F)F)(=O)C.[K+].CC(C1C=C(C(C)C)C(C2C=CC=CC=2P(C2CCCCC2)C2CCCCC2)=C(C(C)C)C=1)C.[O-]P([O-])([O-])=O.[K+].[K+].[K+].[OH-].[Na+]>O.C1C=CC(/C=C/C(/C=C/C2C=CC=CC=2)=O)=CC=1.C1C=CC(/C=C/C(/C=C/C2C=CC=CC=2)=O)=CC=1.[Pd].CCCCO>[C:46]([C:41]1[CH:42]=[C:43]2[C:38](=[C:39]([F:50])[CH:40]=1)[C:37](=[O:51])[N:36]([C:35]1[CH:34]=[CH:33][CH:32]=[C:31]([C:2]3[CH:3]=[C:4]([NH:10][C:11]4[N:12]=[N:13][C:14]([O:17][C:18]([CH3:24])([CH3:23])[CH2:19][N:20]([CH3:22])[CH3:21])=[CH:15][CH:16]=4)[C:5](=[O:9])[N:6]([CH3:8])[N:7]=3)[C:30]=1[CH2:29][OH:28])[N:45]=[CH:44]2)([CH3:49])([CH3:47])[CH3:48] |f:1.2,4.5.6.7,8.9,11.12.13|. Procedure: In a 15 mL microwave reaction vial was added 6-chloro-4-(6-(1-(dimethylamino)-2-methylpropan-2-yloxy)pyridazin-3-ylamino)-2-methylpyridazin-3(2H)-one (75 mg, 213 μmol, Eq: 1.00), n-BuOH (6 ml) and water (1.5 ml). To the mixture was added potassium (2-(acetoxymethyl)-3-(6-tert-butyl-8-fluoro-1-oxophthalazin-2(1H)-yl)phenyl)trifluoroborate (101 mg, 213 μmol, Eq: 1.00) under argon. X-PHOS (10.6 μA, 31.9 μmol, Eq: 0.15) and potassium phosphate tribasic (99.3 mg, 468 μmol, Eq: 2.2) was added followed... Reactants: C[C@H](CC#C)O ((R)-pent-4-yn-2-ol), FC=1C(=C2/C(/C(NC2=CC1)=O)=C/C=1NC=CC1OC)I ((Z)-1,3-dihydro-5-fluoro-4-iodo-3-[(3-methoxy-1H-pyrrol-2-yl)methylene]-2H-indol-2-one), FC=1C(=C2/C(/C(NC2=CC1)=O)=C/C=1NC=CC1OC)I ((Z)-1,3-dihydro-5-fluoro-4-iodo-3-[(3-methoxy-1H-pyrrol-2-yl)methylene]-2H-indol-2-one). Reagents/catalysts: C=1C=CC(=CC1)[P](C=2C=CC=CC2)(C=3C=CC=CC3)[Pd]([P](C=4C=CC=CC4)(C=5C=CC=CC5)C=6C=CC=CC6)([P](C=7C=CC=CC7)(C=8C=CC=CC8)C=9C=CC=CC9)[P](C=1C=CC=CC1)(C=1C=CC=CC1)C=1C=CC=CC1 ((Ph3P)4Pd). Solvent: CN(C)C=O (DMF), CCN(CC)CC (Et3N), CCOC(=O)C (EtOAc). Yields the product FC=1C(=C2/C(/C(NC2=CC1)=O)=C/C=1NC=CC1OC)C#CC[C@@H](C)O ((R)-(Z)-1,3-Dihydro-5-fluoro-4-(4-hydroxy-1-pentynyl)-3-[(3-methoxy-1H-pyrrol-2-yl)methylene]-2H-indol-2-one). RXN SMILES: [CH3:1][C@@H:2]([OH:6])[CH2:3][C:4]#[CH:5].[F:7][C:8]1[C:9](I)=[C:10]2[C:14](=[CH:15][CH:16]=1)[NH:13][C:12](=[O:17])/[C:11]/2=[CH:18]\[C:19]1[NH:20][CH:21]=[CH:22][C:23]=1[O:24][CH3:25]>CN(C=O)C.CCN(CC)CC.CCOC(C)=O.C1C=CC([P]([Pd]([P](C2C=CC=CC=2)(C2C=CC=CC=2)C2C=CC=CC=2)([P](C2C=CC=CC=2)(C2C=CC=CC=2)C2C=CC=CC=2)[P](C2C=CC=CC=2)(C2C=CC=CC=2)C2C=CC=CC=2)(C2C=CC=CC=2)C2C=CC=CC=2)=CC=1>[F:7][C:8]1[C:9]([C:5]#[C:4][CH2:3][C@H:2]([OH:6])[CH3:1])=[C:10]2[C:14](=[CH:15][CH:16]=1)[NH:13][C:12](=[O:17])/[C:11]/2=[CH:18]\[C:19]1[NH:20][CH:21]=[CH:22][C:23]=1[O:24][CH3:25] |^1:48,50,69,88|. Reported procedure: Using Method C above, (R)-pent-4-yn-2-ol (44 mg, 0.52 mmol) (see below) was coupled with (Z)-1,3-dihydro-5-fluoro-4-iodo-3-[(3-methoxy-1H-pyrrol-2-yl)methylene]-2H-indol-2-one (50 mg, 0.13 mmol) (Starting Material 6) using (Ph3P)4Pd (15 mg, 0.01 mol) and Cul (2 mg) in a mixture of DMF (5 mL) and Et3N (5 mL) as solvent at 80° C. for 7 hrs. Upon completion, the reaction mixture was diluted with EtOAc and extracted with H2O. The organic layer was dried over Na2SO4 and concentrated. (R)-(Z)-1,3-Dihy... Reactants: NC=1C=C2C(C(NC2=CC1)=O)=CC1=CC=NC2=CC=CC=C12 (5-amino-3-(quinol-4-ylmethylene)-2-oxindole), C([O-])(O)=O.[Na+] (sodium bicarbonate), [N+](=O)(O)[O-].CC1=NN(C(=C1)C)C(=N)N (3,5-dimethylpyrazole-1-carboxamidine nitrate). Solvent: C(C)O (ethanol). The product is N(C(=N)N)C=1C=C2C(C(NC2=CC1)=O)=CC1=CC=NC2=CC=CC=C12 (5-guanidino-3-(quinol-4-ylmethylene)-2-oxindole). Yield: 50.0%. As a reaction SMILES: [NH2:1][C:2]1[CH:3]=[C:4]2[C:8](=[CH:9][CH:10]=1)[NH:7][C:6](=[O:11])[C:5]2=[CH:12][C:13]1[C:22]2[C:17](=[CH:18][CH:19]=[CH:20][CH:21]=2)[N:16]=[CH:15][CH:14]=1.C(=O)(O)[O-].[Na+].[N+]([O-])(O)=O.CC1C=C(C)[N:35]([C:39](N)=[NH:40])N=1>C(O)C>[NH:1]([C:2]1[CH:3]=[C:4]2[C:8](=[CH:9][CH:10]=1)[NH:7][C:6](=[O:11])[C:5]2=[CH:12][C:13]1[C:22]2[C:17](=[CH:18][CH:19]=[CH:20][CH:21]=2)[N:16]=[CH:15][CH:14]=1)[C:39]([NH2:40])=[NH:35] |f:1.2,3.4|. Procedure: A mixture of 5-amino-3-(quinol-4-ylmethylene)-2-oxindole (2.873 g, 10 mmol) and sodium bicarbonate (0.168 g, 2 mmol) in refluxing ethanol (100 ml) was treated with 3,5-dimethylpyrazole-1-carboxamidine nitrate (3.018 g, 15 mmol) for 20 h. The solvent was removed from the cooled solution, and the residue was chromatographed on silica gel with gradient elution (1 to 5% EtOH in CHCl3) to afford pure title compound in about 50% yield. Starting materials: FC=1C=CC2=C(N=C(S2)CN2C(=O)N(C=3N=C(N(C3C2=O)CC#CC)N2C[C@@H](CCC2)N)C)C1 (1-[(5-fluoro-1,3-benzothiazol-2-yl)methyl]-3-methyl-7-(2-butyn-1-yl)-8-[(R)-3-amino-piperidin-1-yl]-xanthine), Cl (hydrogen chloride). Conditions: time 10 minute. The product is Cl.FC=1C=CC2=C(N=C(S2)CN2C(=O)N(C=3N=C(N(C3C2=O)CC#CC)N2C[C@@H](CCC2)N)C)C1 (1-[(5-fluoro-1,3-benzothiazol-2-yl)methyl]-3-methyl-7-(2-butyn-1-yl)-8-[(R)-3-amino-piperidin-1-yl]-xanthine hydrochloride). Solvent: ClCCl (dichloromethane), ClCCl (dichloromethane). Procedure: The compound 1-[(5-fluoro-1,3-benzothiazol-2-yl)methyl]-3-methyl-7-(2-butyn-1-yl)-8-[(R)-3-amino-piperidin-1-yl]-xanthine 1 (60 mg, 0.124 mmol) was dissolved in dichloromethane (2 ml). A dichloromethane solution (1 mol/L) of 0.14 ml hydrogen chloride was added to obtain a reaction mixture. The reaction mixture was stirred for 10 minutes, and the solvent was distilled off. The residue was washed with ethyl acetate, and dried, to obtain the target compound 1-[(5-fluoro-1,3-benzothiazol-2-yl)methyl... Isolated yield 76.0%. RXN SMILES: [F:1][C:2]1[CH:3]=[CH:4][C:5]2[S:9][C:8]([CH2:10][N:11]3[C:20](=[O:21])[C:19]4[N:18]([CH2:22][C:23]#[C:24][CH3:25])[C:17]([N:26]5[CH2:31][CH2:30][CH2:29][C@@H:28]([NH2:32])[CH2:27]5)=[N:16][C:15]=4[N:14]([CH3:33])[C:12]3=[O:13])=[N:7][C:6]=2[CH:34]=1.[ClH:35]>ClCCl>[ClH:35].[F:1][C:2]1[CH:3]=[CH:4][C:5]2[S:9][C:8]([CH2:10][N:11]3[C:20](=[O:21])[C:19]4[N:18]([CH2:22][C:23]#[C:24][CH3:25])[C:17]([N:26]5[CH2:31][CH2:30][CH2:29][C@@H:28]([NH2:32])[CH2:27]5)=[N:16][C:15]=4[N:14]([CH3:33])[C:12]3=[O:13])=[N:7][C:6]=2[CH:34]=1 |f:3.4|. Starting materials: C(CCC)[Li] (n-butyllithium), [Li+].C1(=CC=CC=C1)S(=O)(=O)[O-] (benzenesulfonic acid lithium salt), C1CCOC1 (THF), C1(CCCC1)=O (cyclopentanone). Run at time 1 hour. The product is [Li+].[Li+].OC1(CCCC1)C1=C(C=CC=C1)S(=O)(=O)[O-].OC1(CCCC1)C1=C(C=CC=C1)S(=O)(=O)[O-] (2-(1-hydroxycyclopent-1-yl)benzenesulfonic acid dilithium salt). The yield is 80169.4%. RXN SMILES: [Li+:1].[C:2]1([S:8]([O-:11])(=[O:10])=[O:9])[CH:7]=[CH:6][CH:5]=[CH:4][CH:3]=1.C([Li:16])CCC.[C:17]1(=[O:22])[CH2:21][CH2:20][CH2:19][CH2:18]1.C1COCC1>>[Li+:16].[Li+:1].[OH:22][C:17]1([C:3]2[CH:4]=[CH:5][CH:6]=[CH:7][C:2]=2[S:8]([O-:11])(=[O:10])=[O:9])[CH2:21][CH2:20][CH2:19][CH2:18]1.[OH:22][C:17]1([C:3]2[CH:4]=[CH:5][CH:6]=[CH:7][C:2]=2[S:8]([O-:11])(=[O:10])=[O:9])[CH2:21][CH2:20][CH2:19][CH2:18]1 |f:0.1,5.6.7.8|. Procedure: A mixture of benzenesulfonic acid lithium salt (32.8 g, 0.20 mmol) and 500 ml THF was stirred in an ice bath while 138 ml (0.22 mol) of n-butyllithium solution (1.6M in hexane) was added. After stirring at room temperature for 1 hour the mixture was recooled to 0° and cyclopentanone (16.8 g, 0.20 mmol) was added dropwise; the reaction mixture was allowed to warm to ambient temperature and stirred for 24 hours. The precipitated product was collected by filtration and dried in a vacuum oven to yie... Reactants: CC(CN(C1=CC(=C(C#N)C=C1)C(F)(F)F)CCO)(C)C (4-[(2,2-dimethylpropyl)(2-hydroxyethyl)amino]-2-(trifluoromethyl)benzonitrile), FC1=CC=C(C=C1)O (4-fluorophenol). The product is CC(CN(C1=CC(=C(C#N)C=C1)C(F)(F)F)CCOC1=CC=C(C=C1)F)(C)C (4-((2,2-Dimethylpropyl){2-[(4-fluorophenyl)oxy]ethyl}amino)-2-(trifluoromethyl)benzonitrile). RXN SMILES: [CH3:1][C:2]([CH3:21])([CH3:20])[CH2:3][N:4]([CH2:17][CH2:18][OH:19])[C:5]1[CH:12]=[CH:11][C:8]([C:9]#[N:10])=[C:7]([C:13]([F:16])([F:15])[F:14])[CH:6]=1.[F:22][C:23]1[CH:28]=[CH:27][C:26](O)=[CH:25][CH:24]=1>>[CH3:1][C:2]([CH3:21])([CH3:20])[CH2:3][N:4]([CH2:17][CH2:18][O:19][C:26]1[CH:27]=[CH:28][C:23]([F:22])=[CH:24][CH:25]=1)[C:5]1[CH:12]=[CH:11][C:8]([C:9]#[N:10])=[C:7]([C:13]([F:14])([F:15])[F:16])[CH:6]=1. Reported procedure: Synthesized as described in Example 1C from 4-[(2,2-dimethylpropyl)(2-hydroxyethyl)amino]-2-(trifluoromethyl)benzonitrile and 4-fluorophenol: 1H NMR (400 MHz, CDCl3) δ 7.55 (d, J=8.8 Hz, 1H), 7.10 (d, J=2.4 Hz, 1H), 6.99-6.93 (m, 2H, partially overlapping 6.91), 6.91 (dd, J=8.9, 2.3 Hz, 1H), 6.80-6.73 (m, 2H), 4.07 (t, J=5.7 Hz, 2H), 3.92 (t, J=5.7 Hz, 2H), 3.40 (s, 2H), 1.01 (s, 9H).